From a dataset of the Open Reaction Database (ORD), a public repository of structured organic reaction records. describe an organic reaction: reactants, conditions, products, and yield Reactants: CCC(C)Nc1cc(C(=O)OC)cc(-c2nnn(CC)n2)n1, CCC(C)Nc1cc(C(=O)OC)cc(-c2nnnn2CC)n1, CO, [Na+], [OH-]. The product is CCC(C)Nc1cc(C(=O)O)cc(-c2nnnn2CC)n1. RXN SMILES: [CH3:1][O:2][C:3](=[O:4])[c:5]1[cH:6][c:7](-[c:8]2[n:9][n:10][n:11]([CH2:12][CH3:13])[n:14]2)[n:15][c:16]([NH:17][CH:18]([CH2:19][CH3:20])[CH3:21])[cH:22]1.[CH3:23][O:24][C:25]([c:26]1[cH:27][c:28]([NH:39][CH:40]([CH3:41])[CH2:42][CH3:43])[n:29][c:30](-[c:32]2[n:33][n:34][n:35][n:36]2[CH2:37][CH3:38])[cH:31]1)=[O:44].[CH3:47][OH:48].[Na+:46].[OH-:45]>>[O:24]=[C:25]([c:26]1[cH:27][c:28]([NH:39][CH:40]([CH3:41])[CH2:42][CH3:43])[n:29][c:30](-[c:32]2[n:33][n:34][n:35][n:36]2[CH2:37][CH3:38])[cH:31]1)[OH:44]. Reactants: ClCCCC1=CC=NC=C1 (4-(3-chloropropyl)pyridine), [C-]#N.[K+] (potassium cyanide). Reagents/catalysts: C1COC2=CC=CC=C2OCCOCCOC3=CC=CC=C3OCCO1 (dibenzo-18-crown-6). The solvent is C(C)#N (acetonitrile). Yields the product N1=CC=C(C=C1)CCCC#N (4-pyridinebutyronitrile). Yield: 84.5%. RXN SMILES: Cl[CH2:2][CH2:3][CH2:4][C:5]1[CH:10]=[CH:9][N:8]=[CH:7][CH:6]=1.[C-:11]#[N:12].[K+]>C(#N)C.C1OCCOC2C(=CC=CC=2)OCCOCCOC2C(=CC=CC=2)OC1>[N:8]1[CH:9]=[CH:10][C:5]([CH2:4][CH2:3][CH2:2][C:11]#[N:12])=[CH:6][CH:7]=1 |f:1.2|. Procedure details: To the product of Example 21 (6.7 g, 42.9 mmol) in 300 mL of acetonitrile (CH3CN), was added potassium cyanide (KCN, 11.2 g, 171.7 mmol) and dibenzo-18-crown-6 (1.0 g, 2.8 mmol). After the reaction had been refluxed for 18 hours, it was cooled to room temperature, and stripped of all solvent under reduced pressure. The residue was partitioned between 100 mL each of water and CH2Cl2 and the aqueous phase was washed with 3×100 mL of CH2Cl2. The combined organic phase was dried (Na2SO4), filtered, ... The reactants are Cc1cc(-c2cc(C(F)(F)F)nc(-c3cccc(-c4ccc(S(=O)(=O)NC(C)(C)C)s4)c3)n2)ccc1C(F)(F)F, ClCCl, O=C(O)C(F)(F)F. Product: Cc1cc(-c2cc(C(F)(F)F)nc(-c3cccc(-c4ccc(S(N)(=O)=O)s4)c3)n2)ccc1C(F)(F)F. RXN SMILES: [C:1]([CH3:2])([CH3:3])([CH3:4])[NH:5][S:6](=[O:7])(=[O:8])[c:9]1[s:10][c:11](-[c:14]2[cH:15][c:16](-[c:20]3[n:21][c:22](-[c:30]4[cH:31][c:32]([CH3:40])[c:33]([C:36]([F:37])([F:38])[F:39])[cH:34][cH:35]4)[cH:23][c:24]([C:26]([F:27])([F:28])[F:29])[n:25]3)[cH:17][cH:18][cH:19]2)[cH:12][cH:13]1.[Cl:48][CH2:49][Cl:50].[F:41][C:42]([F:43])([F:44])[C:45]([OH:46])=[O:47]>>[NH2:5][S:6](=[O:7])(=[O:8])[c:9]1[s:10][c:11](-[c:14]2[cH:15][c:16](-[c:20]3[n:21][c:22](-[c:30]4[cH:31][c:32]([CH3:40])[c:33]([C:36]([F:37])([F:38])[F:39])[cH:34][cH:35]4)[cH:23][c:24]([C:26]([F:27])([F:28])[F:29])[n:25]3)[cH:17][cH:18][cH:19]2)[cH:12][cH:13]1. Reactants: O=C1NC=CC2=CC=C(C=C12)C(=O)OC (methyl 1-oxo-1,2-dihydroisoquinoline-7-carboxylate), [H-].[Na+] (sodium hydride), BrCCCBr (1,3-dibromopropane). Solvent: CN(C)C=O (DMF), CN(C)C=O (DMF). Run at temperature 0 celsius, time 30 minute. Product: BrCCCN1C(C2=CC(=CC=C2C=C1)C(=O)OC)=O (methyl 2-(3-bromopropyl)-1-oxo-1,2-dihydroisoquinoline-7-carboxylate). The yield is 144.6%. RXN SMILES: [H-].[Na+].[O:3]=[C:4]1[C:13]2[C:8](=[CH:9][CH:10]=[C:11]([C:14]([O:16][CH3:17])=[O:15])[CH:12]=2)[CH:7]=[CH:6][NH:5]1.[Br:18][CH2:19][CH2:20][CH2:21]Br>CN(C=O)C>[Br:18][CH2:19][CH2:20][CH2:21][N:5]1[CH:6]=[CH:7][C:8]2[C:13](=[CH:12][C:11]([C:14]([O:16][CH3:17])=[O:15])=[CH:10][CH:9]=2)[C:4]1=[O:3] |f:0.1|. Procedure details: To a stirred suspension of sodium hydride (60% in mineral oil, 0.30 g, 7.4 mmol) in DMF (15 mL) under an atmosphere of nitrogen cooled to 0° C. was added methyl 1-oxo-1,2-dihydroisoquinoline-7-carboxylate (1.0 g, 4.9 mmol) in DMF (15 mL) dropwise. The mixture was stirred for 30 mins, then 1,3-dibromopropane (80 μL, 1.28 mmol) was added quickly and the resulting solution was stirred overnight warming to rt slowly. The reaction was quenched with water and extracted with EtOAc (2×). The combined or... The reactants are BrC1=CC=C(C=C1)C(C(C)C)(O)C=1N=CN(C1)C(C1=CC=CC=C1)(C1=CC=CC=C1)C1=CC=CC=C1 (1-(4-bromophenyl)-(1-trityl-1H-imidazol-4-yl)-2-methyl-1-propanol), ClC1=CC=C(C=C1)B(O)O (4-chlorophenylboronic acid), C([O-])([O-])=O.[Na+].[Na+] (sodium carbonate). Reagents/catalysts: C=1C=CC(=CC1)[P](C=2C=CC=CC2)(C=3C=CC=CC3)[Pd]([P](C=4C=CC=CC4)(C=5C=CC=CC5)C=6C=CC=CC6)([P](C=7C=CC=CC7)(C=8C=CC=CC8)C=9C=CC=CC9)[P](C=1C=CC=CC1)(C=1C=CC=CC1)C=1C=CC=CC1 (tetrakis(triphenylphosphine)palladium(0)). Yields the product ClC1=CC=C(C=C1)C1=CC=C(C=C1)C(C(C)C)(O)C=1N=CN(C1)C(C1=CC=CC=C1)(C1=CC=CC=C1)C1=CC=CC=C1 (1-(4′-chloro[1,1′-biphenyl]-4-yl)-1-(1-trityl-1H-imidazol-4-yl)-2-methyl-1-propanol). Yield: 79.7%. As a reaction SMILES: Br[C:2]1[CH:7]=[CH:6][C:5]([C:8]([C:13]2[N:14]=[CH:15][N:16]([C:18]([C:31]3[CH:36]=[CH:35][CH:34]=[CH:33][CH:32]=3)([C:25]3[CH:30]=[CH:29][CH:28]=[CH:27][CH:26]=3)[C:19]3[CH:24]=[CH:23][CH:22]=[CH:21][CH:20]=3)[CH:17]=2)([OH:12])[CH:9]([CH3:11])[CH3:10])=[CH:4][CH:3]=1.[Cl:37][C:38]1[CH:43]=[CH:42][C:41](B(O)O)=[CH:40][CH:39]=1.C(=O)([O-])[O-].[Na+].[Na+]>C1C=CC([P]([Pd]([P](C2C=CC=CC=2)(C2C=CC=CC=2)C2C=CC=CC=2)([P](C2C=CC=CC=2)(C2C=CC=CC=2)C2C=CC=CC=2)[P](C2C=CC=CC=2)(C2C=CC=CC=2)C2C=CC=CC=2)(C2C=CC=CC=2)C2C=CC=CC=2)=CC=1>[Cl:37][C:38]1[CH:43]=[CH:42][C:41]([C:2]2[CH:7]=[CH:6][C:5]([C:8]([C:13]3[N:14]=[CH:15][N:16]([C:18]([C:25]4[CH:26]=[CH:27][CH:28]=[CH:29][CH:30]=4)([C:19]4[CH:24]=[CH:23][CH:22]=[CH:21][CH:20]=4)[C:31]4[CH:32]=[CH:33][CH:34]=[CH:35][CH:36]=4)[CH:17]=3)([OH:12])[CH:9]([CH3:10])[CH3:11])=[CH:4][CH:3]=2)=[CH:40][CH:39]=1 |f:2.3.4,^1:56,58,77,96|. Procedure details: By the reaction in the same manner as in Example 4-(ii) using 1-(4-bromophenyl)-(1-trityl-1H-imidazol-4-yl)-2-methyl-1-propanol (3.60 g), 4-chlorophenylboronic acid (1.68 g), 2M aqueous sodium carbonate solution (26.8 ml) and tetrakis(triphenylphosphine)palladium(0) (387 mg), the title compound (3.04 g) was obtained as colorless needle crystals. Starting materials: C(C)(=O)OCC (ethyl acetate), C(C)(C)(C)NC(C1=CC=C(C=C1)[N+](=O)[O-])=O (N-tert-butyl 4-nitrobenzamide), COC1=CC=C(C=C1)P1(SP(S1)(C1=CC=C(C=C1)OC)=S)=S (2,4-bis (4-methoxyphenyl) -1,3 -dithia-2,4-diphosphetane-2,4-disulfide). The solvent is C1(=CC=CC=C1)C (toluene). Yields the product golden crystals, C(C)(C)(C)NC(C1=CC=C(C=C1)[N+](=O)[O-])=S (N-tert-butyl 4-nitrobenzthioamide). Yield: 68.0%. As a reaction SMILES: [C:1]([NH:5][C:6](=O)[C:7]1[CH:12]=[CH:11][C:10]([N+:13]([O-:15])=[O:14])=[CH:9][CH:8]=1)([CH3:4])([CH3:3])[CH3:2].COC1C=CC(P2(=S)SP(=S)(C3C=CC(OC)=CC=3)[S:26]2)=CC=1.C(OCC)(=O)C>C1(C)C=CC=CC=1>[C:1]([NH:5][C:6](=[S:26])[C:7]1[CH:12]=[CH:11][C:10]([N+:13]([O-:15])=[O:14])=[CH:9][CH:8]=1)([CH3:4])([CH3:3])[CH3:2]. Procedure details: The preparation of Example 1 was repeated with the changes that N-tert-butyl 4-nitrobenzamide (3.00 g, 0.0135 mole) and 2,4-bis (4-methoxyphenyl) -1,3 -dithia-2,4-diphosphetane-2,4-disulfide (3.28 g, 0.0081 mole) were the starting reactants and the reaction was carried out by refluxing in 50 mL dry toluene solvent for 3 hours. In addition, the solvent was removed in vacuo leaving a yellow viscous oil. The oil was taken up into ethyl acetate and the solution filtered through silica gel. The solve...